The task is: describe an organic reaction: reactants, conditions, products, and yield. This data is from the Open Reaction Database (ORD), a public repository of structured organic reaction records. Reactants: BrCc1ccccc1, O=C([O-])[O-], [Cs+], [Cs+], CN(C)C=O, O, O=C(O)c1ccc(CO)cc1. RXN SMILES: [Br:1][CH2:2][c:3]1[cH:4][cH:5][cH:6][cH:7][cH:8]1.[C:20](=[O:21])([O-:22])[O-:23].[Cs+:24].[Cs+:25].[O:26]=[CH:27][N:28]([CH3:29])[CH3:30].[OH2:31].[OH:9][CH2:10][c:11]1[cH:12][cH:13][c:14]([C:15](=[O:16])[OH:17])[cH:18][cH:19]1>>[CH2:2]([c:3]1[cH:4][cH:5][cH:6][cH:7][cH:8]1)[O:17][C:15]([c:14]1[cH:13][cH:12][c:11]([CH2:10][OH:9])[cH:19][cH:18]1)=[O:16]. Yields the product O=C(OCc1ccccc1)c1ccc(CO)cc1.